From a dataset of the Open Reaction Database (ORD), a public repository of structured organic reaction records. describe an organic reaction: reactants, conditions, products, and yield The reactants are O=C([O-])[O-], COc1cc2nccc(Cl)c2cc1C(=O)NCCCN1CCOCC1, [K+], [K+], CN(C)C=O, Oc1ccc(Oc2ccccc2)cc1. Yields the product COc1cc2nccc(Oc3ccc(Oc4ccccc4)cc3)c2cc1C(=O)NCCCN1CCOCC1. As a reaction SMILES: [C:40](=[O:41])([O-:42])[O-:43].[Cl:1][c:2]1[cH:3][cH:4][n:5][c:6]2[cH:7][c:8]([O:24][CH3:25])[c:9]([C:12](=[O:13])[NH:14][CH2:15][CH2:16][CH2:17][N:18]3[CH2:19][CH2:20][O:21][CH2:22][CH2:23]3)[cH:10][c:11]12.[K+:44].[K+:45].[O:46]=[CH:47][N:48]([CH3:49])[CH3:50].[OH:26][c:27]1[cH:28][cH:29][c:30]([O:31][c:32]2[cH:33][cH:34][cH:35][cH:36][cH:37]2)[cH:38][cH:39]1>>[c:2]1([O:26][c:27]2[cH:28][cH:29][c:30]([O:31][c:32]3[cH:33][cH:34][cH:35][cH:36][cH:37]3)[cH:38][cH:39]2)[cH:3][cH:4][n:5][c:6]2[cH:7][c:8]([O:24][CH3:25])[c:9]([C:12](=[O:13])[NH:14][CH2:15][CH2:16][CH2:17][N:18]3[CH2:19][CH2:20][O:21][CH2:22][CH2:23]3)[cH:10][c:11]12. Starting materials: CC#N, CCN(C(C)C)C(C)C, Sc1ccc(Cl)cc1, CCc1ncnc(Cl)c1F, ClCCl, O. The product is CCc1ncnc(Sc2ccc(Cl)cc2)c1F. As a reaction SMILES: [CH3:11][C:12]#[N:13].[CH:22]([N:23]([CH:24]([CH3:25])[CH3:26])[CH2:27][CH3:28])([CH3:29])[CH3:30].[Cl:14][c:15]1[cH:16][cH:17][c:18]([SH:21])[cH:19][cH:20]1.[Cl:1][c:2]1[n:3][cH:4][n:5][c:6]([CH2:9][CH3:10])[c:7]1[F:8].[Cl:32][CH2:33][Cl:34].[OH2:31]>>[c:2]1([S:21][c:18]2[cH:17][cH:16][c:15]([Cl:14])[cH:20][cH:19]2)[n:3][cH:4][n:5][c:6]([CH2:9][CH3:10])[c:7]1[F:8]. The reactants are ClC1=NC=NC2=CC=C(C=C12)C(=O)OC (4-Chloro-6-carbomethoxyquinazoline), Cl.C(#C)C=1C=C(N)C=CC1 (3-ethynylaniline hydrochloride). Run in C(C)(C)(C)O (tert-butyl alcohol), C(C)(C)O (isopropyl alcohol). The product is Cl.C(=O)(OC)C=1C=C2C(=NC=NC2=CC1)NC1=CC(=CC=C1)C#C ((6-Carbomethoxyquinazolin-4-yl)-(3-ethynylphenyl)-amine Hydrochloride). Reaction SMILES: [Cl:1][C:2]1[C:11]2[C:6](=[CH:7][CH:8]=[C:9]([C:12]([O:14][CH3:15])=[O:13])[CH:10]=2)[N:5]=[CH:4][N:3]=1.Cl.[C:17]([C:19]1[CH:20]=[C:21]([CH:23]=[CH:24][CH:25]=1)[NH2:22])#[CH:18]>C(O)(C)(C)C.C(O)(C)C>[ClH:1].[C:12]([C:9]1[CH:10]=[C:11]2[C:6](=[CH:7][CH:8]=1)[N:5]=[CH:4][N:3]=[C:2]2[NH:22][C:21]1[CH:23]=[CH:24][CH:25]=[C:19]([C:17]#[CH:18])[CH:20]=1)([O:14][CH3:15])=[O:13] |f:1.2,5.6|. Procedure details: 4-Chloro-6-carbomethoxyquinazoline (100 mg, 0.450 mmol) and 3-ethynylaniline hydrochloride (53.4 mg, 0.456 mmol) were refluxed in 2 mL of tert-butyl alcohol for 2 hours, cooled, diluted with 2 mL of isopropyl alcohol and filtered to afford solid title product which was washed with 10 mL of diethyl ether and dried, in vacuo, at 70° C., 122 mg (80%); mp 232°-233° C. (dec). The reactants are C(CCC)C1=CC=C(C=C1)C#CC1=CC(=C(C=O)C=C1)F (4-[(4-butylphenyl)ethynyl]-2-fluorobenzaldehyde), NC1=CC2=C(OC(OC2=O)(C)C)C=C1 (6-amino-2,2-dimethyl-4H-1,3-benzodioxin-4-one). Product: C(CCC)C1=CC=C(C=C1)C#CC1=CC(=C(CNC2=CC3=C(OC(OC3=O)(C)C)C=C2)C=C1)F (6-({4-[(4-butylphenyl)ethynyl]-2-fluorobenzyl}amino)-2,2-dimethyl-4H-1,3-benzodioxin-4-one). RXN SMILES: [CH2:1]([C:5]1[CH:10]=[CH:9][C:8]([C:11]#[C:12][C:13]2[CH:20]=[CH:19][C:16]([CH:17]=O)=[C:15]([F:21])[CH:14]=2)=[CH:7][CH:6]=1)[CH2:2][CH2:3][CH3:4].[NH2:22][C:23]1[CH:35]=[CH:34][C:26]2[O:27][C:28]([CH3:33])([CH3:32])[O:29][C:30](=[O:31])[C:25]=2[CH:24]=1>>[CH2:1]([C:5]1[CH:10]=[CH:9][C:8]([C:11]#[C:12][C:13]2[CH:20]=[CH:19][C:16]([CH2:17][NH:22][C:23]3[CH:35]=[CH:34][C:26]4[O:27][C:28]([CH3:32])([CH3:33])[O:29][C:30](=[O:31])[C:25]=4[CH:24]=3)=[C:15]([F:21])[CH:14]=2)=[CH:7][CH:6]=1)[CH2:2][CH2:3][CH3:4]. Reported procedure: The titled compound was prepared following the procedure A using 4-[(4-butylphenyl)ethynyl]-2-fluorobenzaldehyde and 6-amino-2,2-dimethyl-4H-1,3-benzodioxin-4-one as a yellow powder (66%). 1H NMR (CDCl3, 300 MHz) δ 7.41 (d, J=7.9 Hz, 2H), 7.38-7.12 (m, 6H), 6.90-6.76 (m, 2H), 4.39 (s, 2H), 2.61 (t, J=7.7 Hz, 2H), 1.68 (s, 6H), 1.65-1.52 (m, 2H). 1.41-1.17 (m, 2H), 0.92 (t, J=7.3 Hz, 3H). M− (ESI): 456.1 HPLC, Rt: 5.66 min (Purity: 97.9%). Starting materials: CC(C)(C)OC(=O)NCCCCCNC(=O)C1CSC(CS)C1, CCOC(C)=O, Cl. Yields the product Cl, NCCCCCNC(=O)C1CSC(CS)C1. RXN SMILES: [C:1]([O:2][C:3](=[O:4])[NH:8][CH2:9][CH2:10][CH2:11][CH2:12][CH2:13][NH:14][C:15](=[O:16])[CH:17]1[CH2:18][CH:19]([CH2:22][SH:23])[S:20][CH2:21]1)([CH3:5])([CH3:6])[CH3:7].[CH3:25][CH2:26][O:27][C:28](=[O:29])[CH3:30].[ClH:24]>>[ClH:24].[NH2:8][CH2:9][CH2:10][CH2:11][CH2:12][CH2:13][NH:14][C:15](=[O:16])[CH:17]1[CH2:18][CH:19]([CH2:22][SH:23])[S:20][CH2:21]1.